This data is from the Open Reaction Database (ORD), a public repository of structured organic reaction records. The task is: describe an organic reaction: reactants, conditions, products, and yield Starting materials: C1CCOC1, CC(N)C1CC1, CCN(C(C)C)C(C)C, Fc1ccc(C2CCc3c(Cl)nc(Cl)nc32)cc1, Cl. Yields the product CC(Nc1nc(Cl)nc2c1CCC2c1ccc(F)cc1)C1CC1. RXN SMILES: [CH2:35]1[O:36][CH2:37][CH2:38][CH2:39]1.[CH:19]1([CH:22]([CH3:23])[NH2:24])[CH2:20][CH2:21]1.[CH:26]([N:27]([CH2:28][CH3:29])[CH:30]([CH3:31])[CH3:32])([CH3:33])[CH3:34].[Cl:1][c:2]1[n:3][c:4]([Cl:18])[c:5]2[c:6]([n:7]1)[CH:8]([c:11]1[cH:12][cH:13][c:14]([F:17])[cH:15][cH:16]1)[CH2:9][CH2:10]2.[ClH:25]>>[Cl:1][c:2]1[n:3][c:4]([NH:24][CH:22]([CH:19]2[CH2:20][CH2:21]2)[CH3:23])[c:5]2[c:6]([n:7]1)[CH:8]([c:11]1[cH:12][cH:13][c:14]([F:17])[cH:15][cH:16]1)[CH2:9][CH2:10]2. Starting materials: CC(C)(C)O, CC=C(C)C, COC(=O)c1cccc2[nH]c(C=O)nc12, [O-][Cl+][O-], Cl, [Na+], [Na+], O, O=P([O-])(O)O. Yields the product COC(=O)c1cccc2[nH]c(C(=O)O)nc12. As a reaction SMILES: [C:33]([OH:34])([CH3:35])([CH3:36])[CH3:37].[CH3:16][C:17](=[CH:18][CH3:19])[CH3:20].[CH:1](=[O:2])[c:3]1[n:4][c:5]2[c:6]([nH:7]1)[cH:8][cH:9][cH:10][c:11]2[C:12](=[O:13])[O:14][CH3:15].[Cl+:27]([O-:28])[O-:29].[ClH:31].[Na+:21].[Na+:30].[OH2:32].[OH:22][P:23](=[O:24])([O-:25])[OH:26]>>[C:1](=[O:2])([c:3]1[n:4][c:5]2[c:6]([nH:7]1)[cH:8][cH:9][cH:10][c:11]2[C:12](=[O:13])[O:14][CH3:15])[OH:22]. The reactants are B.O1CCCC1 (borane tetrahydrofuran), C(C)OC(=O)C1=C(NC=C1CCC(N(C)C)=O)C (4-(2-dimethylcarbamoyl-ethyl)-2-methyl-1H-pyrrole-3-carboxylic acid ethyl ester), CO (MeOH). The solvent is C1CCOC1 (THF). Conditions: time 2 hour. Product: C(C)OC(=O)C1=C(NC=C1CCCN(C)C)C (4-(3-dimethylaminopropyl)-2-methyl-1H-pyrrole-3-carboxylic acid ethyl ester). The yield is 64.6%. RXN SMILES: [CH2:1]([O:3][C:4]([C:6]1[C:10]([CH2:11][CH2:12][C:13](=O)[N:14]([CH3:16])[CH3:15])=[CH:9][NH:8][C:7]=1[CH3:18])=[O:5])[CH3:2].B.O1CCCC1.CO>C1COCC1>[CH2:1]([O:3][C:4]([C:6]1[C:10]([CH2:11][CH2:12][CH2:13][N:14]([CH3:16])[CH3:15])=[CH:9][NH:8][C:7]=1[CH3:18])=[O:5])[CH3:2] |f:1.2|. Procedure details: To a heterogeneous mixture of 4-(2-dimethylcarbamoyl-ethyl)-2-methyl-1H-pyrrole-3-carboxylic acid ethyl ester (1.01 g, 4 mmol) in THF (9 mL) was added dropwise 8 mL of borane-tetrahydrofuran complex (1M in THF). The mixture was refluxed overnight. Then 9.0 mL of MeOH was added slowly to the reaction and refluxing was continued for another 2 hr. The reaction mixture was cooled, quenched with 1N HCl and extracted with EtOAc. The aqueous layer was basified with aqueous KOH and extracted with EtOAc.... Starting materials: [OH-].[K+] (Potassium hydroxide), ClC1=C(C=CC=C1Cl)\C(\C(=O)N)=N/NC(=N)N ((E)-2-(2',3'-dichlorophenyl)-2-(guanidinylimino)acetamide), ( 15W ). Solvent: C(C)O (ethanol). Product: C1=CC(=C(C(=C1)Cl)Cl)C2=C(N=C(N=N2)N)N (Lamotrigine). As a reaction SMILES: [Cl:1][C:2]1[C:7]([Cl:8])=[CH:6][CH:5]=[CH:4][C:3]=1/[C:9](=[N:13]\[NH:14][C:15]([NH2:17])=[NH:16])/[C:10]([NH2:12])=O.[OH-].[K+]>C(O)C>[CH:5]1[CH:6]=[C:7]([Cl:8])[C:2]([Cl:1])=[C:3]([C:9]2[N:13]=[N:14][C:15]([NH2:17])=[N:16][C:10]=2[NH2:12])[CH:4]=1 |f:1.2|. Reported procedure: (E)-2-(2',3'-dichlorophenyl)-2-(guanidinylimino)acetamide (2.5 g) was dissolved in hot ethanol (40 ml). Potassium hydroxide (2.0 g, equivalent to 5% w/v) was added and the solution was irradiated by exposure to bright sunlight and a tungsten lamp (15W). Reaction SMILES: [Cl:1][C:2]1[C:11]([N+:12]([O-:14])=[O:13])=[C:10](Cl)[C:9]2[C:4](=[CH:5][CH:6]=[CH:7][CH:8]=2)[N:3]=1.[NH3:16]>CO>[NH2:16][C:10]1[C:9]2[C:4](=[CH:5][CH:6]=[CH:7][CH:8]=2)[N:3]=[C:2]([Cl:1])[C:11]=1[N+:12]([O-:14])=[O:13]. Run at temperature 45 celsius. The solvent is CO (methanol). Starting materials: ClC1=NC2=CC=CC=C2C(=C1[N+](=O)[O-])Cl (2,4-dichloro-3-nitroquinoline), N (ammonia). Product: NC1=C(C(=NC2=CC=CC=C12)Cl)[N+](=O)[O-] (4-amino-2-chloro-3-nitroquinoline). Procedure details: 2,4-dichloro-3-nitroquinoline (5.3 g, 0.218 mol) was combined with 75 mL of 15 percent ammonia in methanol and the mixture was heated at about 45° C. for about 4 hours. The reaction mixture was cooled to room temperature, and the precipitated product was removed by filtration. The volume of methanol was reduced to about 35 mL, and the precipitated product was removed by filtration. The volume of methanol was then reduced to about 10 mL and the precipitated product was again removed by filtration...